This data is from the Open Reaction Database (ORD), a public repository of structured organic reaction records. The task is: describe an organic reaction: reactants, conditions, products, and yield Starting materials: C1(=CC=CC=C1)[C@@H]1NC(N[C@@H]1C1=CC=CC=C1)=S (cis-4,5-Diphenylimidazolidine-2-thione), FC1=CC=C(CCl)C=C1 (4-fluorobenzyl chloride). Run in CCO (EtOH). The product is Cl.FC1=CC=C(CSC=2N[C@@H]([C@@H](N2)C2=CC=CC=C2)C2=CC=CC=C2)C=C1 (2-[(4-Fluorobenzyl)thio]-cis-4,5-diphenyl-4,5-dihydro-1H-imidazole hydrochloride). Reaction SMILES: [C:1]1([C@H:7]2[C@@H:11]([C:12]3[CH:17]=[CH:16][CH:15]=[CH:14][CH:13]=3)[NH:10][C:9](=[S:18])[NH:8]2)[CH:6]=[CH:5][CH:4]=[CH:3][CH:2]=1.[F:19][C:20]1[CH:27]=[CH:26][C:23]([CH2:24][Cl:25])=[CH:22][CH:21]=1>CCO>[ClH:25].[F:19][C:20]1[CH:27]=[CH:26][C:23]([CH2:24][S:18][C:9]2[NH:8][C@H:7]([C:1]3[CH:2]=[CH:3][CH:4]=[CH:5][CH:6]=3)[C@H:11]([C:12]3[CH:13]=[CH:14][CH:15]=[CH:16][CH:17]=3)[N:10]=2)=[CH:22][CH:21]=1 |f:3.4|. Procedure details: A mixture of intermediate 25 (0.50 g, 1.9 mmol) and 4-fluorobenzyl chloride (0.47 mL, 0.3.93 mmol) in abs. EtOH (20 mL) is heated at 90° C. for 24 h. The reaction mixture is cooled to RT, evaporated to dryness, and the residue suspended in Et2O. The insoluble material is filtered to give 0.70 g of the product 197. 1H NMR (DMSO-d6) δ 11.37 (s, 2H), 7.75-7.65 (m, 2 H), 7.40-7.25 (m, 2 H), 7.15-6.95 (m, 6 H), 6.90-6.70 (m, 4 H), 5.78 (s, 2 H), 4.84 (s, 2 H); MS: m/z 363 (M++1). Yields the product COC(CC[C@@H](C)[C@H]1CC[C@H]2[C@@H]3CC[C@@H]4C[C@H](CC[C@]4(C)[C@H]3CC([C@]12C)=O)N=[N+]=[N-])=O ((3β,5β)-3-Azido-12-oxocholan-24-oic acid methyl ester). As a reaction SMILES: CC(C)=O.OS(O)(=O)=O.O=[Cr](=O)=O.[CH3:14][O:15][C:16](=[O:44])[CH2:17][CH2:18][C@H:19]([C@@H:21]1[C@:38]2([CH3:39])[C@H:24]([C@H:25]3[C@H:35]([CH2:36][C@@H:37]2[OH:40])[C@:33]2([CH3:34])[C@@H:28]([CH2:29][C@@H:30]([N:41]=[N+:42]=[N-:43])[CH2:31][CH2:32]2)[CH2:27][CH2:26]3)[CH2:23][CH2:22]1)[CH3:20].COC(=O)CC[C@H]([C@@H]1[C@]2(C)[C@H]([C@H]3[C@H](C[C@@H]2O)[C@]2(C)[C@@H](C[C@@H](N=[N+]=[N-])CC2)C[C@H]3O)CC1)C>CC(C)=O>[CH3:14][O:15][C:16](=[O:44])[CH2:17][CH2:18][C@H:19]([C@@H:21]1[C@:38]2([CH3:39])[C@H:24]([C@H:25]3[C@H:35]([CH2:36][C:37]2=[O:40])[C@:33]2([CH3:34])[C@@H:28]([CH2:29][C@@H:30]([N:41]=[N+:42]=[N-:43])[CH2:31][CH2:32]2)[CH2:27][CH2:26]3)[CH2:23][CH2:22]1)[CH3:20] |f:0.1.2|. Solvent: CC(=O)C (acetone). Isolated yield 80.0%. The reactants are CC(=O)C.OS(=O)(=O)O.O=[Cr](=O)=O (Jones reagent), COC(CC[C@@H](C)[C@H]1CC[C@H]2[C@@H]3CC[C@@H]4C[C@H](CC[C@]4(C)[C@H]3C[C@@H]([C@]12C)O)N=[N+]=[N-])=O ((3β,5β,12α)-3-azido-12-hydroxycholan-24-oic acid methyl ester), COC(CC[C@@H](C)[C@H]1CC[C@H]2[C@@H]3[C@@H](C[C@@H]4C[C@H](CC[C@]4(C)[C@H]3C[C@@H]([C@]12C)O)N=[N+]=[N-])O)=O ((3β,5β,7α,12α)-3-azido-7,12-dihydroxycholan-24-oic acid methyl ester). Reported procedure: 12.5 mL of Jones reagent (33.3 mmol Cr(VI)) are dropped into a solution of 17.8 g of (3β,5β,12α)-3-azido-12-hydroxycholan-24-oic acid methyl ester (41.1 mmol) (prepared analogously to the method described for (3β,5β,7α,12α)-3-azido-7,12-dihydroxycholan-24-oic acid methyl ester in WO-A-95/32741: example 5) in acetone (600 mL) in 90 min at room temperature. After 20 h the mixture is filtered and the solution is evaporated. The residue is dissolved in CHCl3 (400 mL) and the solution is washed with ... Starting materials: resultant suspension, BrC(=NO)Br (dibromoformaldoxime), C(CC)(=O)Cl (propionyl chloride), N1=CC=CC=C1 (pyridine). The product is C(CC)(=O)ON=C(Br)Br (O-propionyldibromoformaldoxime). Solvent: C(Cl)Cl (methylene chloride), C(Cl)Cl (methylene chloride). Reaction SMILES: [Br:1][C:2]([Br:5])=[N:3][OH:4].[C:6](Cl)(=[O:9])[CH2:7][CH3:8].N1C=CC=CC=1>C(Cl)Cl>[C:6]([O:4][N:3]=[C:2]([Br:5])[Br:1])(=[O:9])[CH2:7][CH3:8]. Isolated yield 0.1%. Procedure: To the mixture of dibromoformaldoxime (5 g, 24.63 mole) and propionyl chloride (2.31 g, 25 mole) in dry methylene chloride (30 ml) is slowly added dry pyridine (2 g, 25.5 mole) over 10 min at 0° to 5° C. with stirring. After addition the reaction mixture is stirred at 5° C. for 30 min and at 25° C. for another 30 min. The resultant suspension is diluted with methylene chloride and washed with water and brine. The organic layer is dried over MgSO4. Evaporation of solvent affords 5.44 g (85% of th... Starting materials: C(#N)[BH3-].[Na+] (sodium cyanoborohydride), Cl (HCl), NC1=C(C=CC=C1)NCC(C)(C)S (2-Amino-1-(2-mercapto-2-methylpropylamino)benzene), C(CCC=C)SC(C=O)(C)C (2-(4-pentenylthio)-2-methylpropanal), C(C)(=O)O (Acetic acid). The solvent is CO (methanol). Reaction conditions: time 17 hour. Product: SC(CNC1=C(C=CC=C1)NCC(C)(C)SCCCC=C)(C)C (2-(2-mercapto-2-methylpropylamino)-1-[2-(4-pentenylthio)-2-methylpropylamino]-benzene). Yield: 85.1%. Reaction SMILES: [NH2:1][C:2]1[CH:7]=[CH:6][CH:5]=[CH:4][C:3]=1[NH:8][CH2:9][C:10]([SH:13])([CH3:12])[CH3:11].[CH2:14]([S:19][C:20]([CH3:24])([CH3:23])[CH:21]=O)[CH2:15][CH2:16][CH:17]=[CH2:18].C(O)(=O)C.C([BH3-])#N.[Na+].Cl>CO>[SH:13][C:10]([CH3:11])([CH3:12])[CH2:9][NH:8][C:3]1[CH:4]=[CH:5][CH:6]=[CH:7][C:2]=1[NH:1][CH2:21][C:20]([S:19][CH2:14][CH2:15][CH2:16][CH:17]=[CH2:18])([CH3:24])[CH3:23] |f:3.4|. Procedure: 2-Amino-1-(2-mercapto-2-methylpropylamino)benzene (0.155 g, 7/9×10-4 mol) and 0.30 g (1.74×10-3 mol, 220 M%) of 2-(4-pentenylthio)-2-methylpropanal were dissolved in 40 ml methanol. Acetic acid (0.09 ml, 1.59×10-3 mol, 200 M%) was added followed by 0.155 g (2.3×10-3 mol, 300 M%) sodium cyanoborohydride. The reaction was stirred at room temperature under nitrogen for 17 hr, then 20 ml 0.5 M HCl was added and the mixture was extracted with 2×40 ml diethyl ether. The ether layer was washed with 30 ... Reactants: 1b, ClC1=CC=C2CC(NC2=C1)=O (6-chloro-1,3-dihydro-indol-2-one), ClC1=C(C=O)C=C(C=C1)C(F)(F)F (2-chloro-5-trifluoromethyl-benzaldehyde). Product: ClC1=CC=C2C(C(NC2=C1)=O)=CC1=C(C=CC(=C1)C(F)(F)F)Cl (6-chloro-3-[1-(2-chloro-5-trifluoromethyl-phenyl)-methylidene]-2-oxo-2,3-dihydro-indole). Reaction SMILES: [Cl:1][C:2]1[CH:10]=[C:9]2[C:5]([CH2:6][C:7](=[O:11])[NH:8]2)=[CH:4][CH:3]=1.[Cl:12][C:13]1[CH:20]=[CH:19][C:18]([C:21]([F:24])([F:23])[F:22])=[CH:17][C:14]=1[CH:15]=O>>[Cl:1][C:2]1[CH:10]=[C:9]2[C:5]([C:6](=[CH:15][C:14]3[CH:17]=[C:18]([C:21]([F:22])([F:24])[F:23])[CH:19]=[CH:20][C:13]=3[Cl:12])[C:7](=[O:11])[NH:8]2)=[CH:4][CH:3]=1. Reported procedure: In a manner similar to the methods described in Examples 1a and 1b, 6-chloro-1,3-dihydro-indol-2-one (Aldrich) reacted with 2-chloro-5-trifluoromethyl-benzaldehyde (Aldrich) to give 6-chloro-3-[1-(2-chloro-5-trifluoromethyl-phenyl)-methylidene]-2-oxo-2,3-dihydro-indole, which was subsequently reacted with di-tert-butyl-dicarbonate and DMAP and directly used for the next step. Reactants: C1=2C(=O)OC(NC1=CC=CC2)=O (Isatoic Anhydride), [N+](=O)(O)[O-] (nitric acid), ice. Solvent: C(C)(=O)O (acetic acid). Reaction conditions: temperature 41 celsius, time 4 hour. The product is [N+](=O)([O-])C1=CC=C2C(C(=O)OC(N2)=O)=C1 (5-Nitroisatoic Anhydride). The yield is 87.5%. Reaction SMILES: [C:1]12[C:7](=[CH:8][CH:9]=[CH:10][CH:11]=1)[NH:6][C:5](=[O:12])[O:4][C:2]2=[O:3].[N+:13]([O-])([OH:15])=[O:14]>C(O)(=O)C>[N+:13]([C:10]1[CH:11]=[C:1]2[C:2]([O:4][C:5](=[O:12])[NH:6][C:7]2=[CH:8][CH:9]=1)=[O:3])([O-:15])=[O:14]. Procedure: Isatoic Anhydride (25.0 g, 153.25 mmol) is suspended in acetic acid (50 mL) with efficient stirring. The reaction vessel is placed in a pre-heated oil bath at 40° C. and red fuming nitric acid (99.5%, 75 mL, 1.67 mol) is added over 35 minutes (Caution: Exothermic). The reaction mixture is stirred for an additional 4 hours at 38-44° C., then cooled to 20° C. using an ice bath. The reaction mixture is poured on ice (400 mL). After the ice melts, the yellow solid is isolated by vacuum filtration an... Reactants: [Li]CCCC, CC(=O)O, CCCCCC, CCOC=O, C1CCOC1, c1ccc(-n2ccnc2)cc1. The product is O=Cc1nccn1-c1ccccc1. As a reaction SMILES: [CH2:17]([Li:18])[CH2:19][CH2:20][CH3:21].[CH3:27][C:28](=[O:29])[OH:30].[CH3:31][CH2:32][CH2:33][CH2:34][CH2:35][CH3:36].[CH:22]([O:23][CH2:24][CH3:25])=[O:26].[O:1]1[CH2:2][CH2:5][CH2:4][CH2:3]1.[c:6]1(-[n:12]2[cH:13][n:14][cH:15][cH:16]2)[cH:7][cH:8][cH:9][cH:10][cH:11]1>>[O:1]=[CH:2][c:13]1[n:12](-[c:6]2[cH:7][cH:8][cH:9][cH:10][cH:11]2)[cH:16][cH:15][n:14]1. Reactants: OCC(=O)[C@@H](O)[C@H](O)[C@H](O)CO (D-(-)-fructose), C(CCCCCCCCCCC)OS(=O)(=O)C1=CC=CC=C1.[Na] (sodium laurylbenzenesulfonate), O (water), Cl (hydrogen chloride). The reagents and catalysts are [Cl-].C(CCCCCCCCCCCCCCC)[N+](C)(C)C (cetyltrimethylammonium chloride). Run in C1(=CC=CC=C1)C (toluene). Conditions: time 2.5 hour. The product is ClCC1=CC=C(C=O)O1 (5-chloromethylfurfural). RXN SMILES: [OH:1][CH2:2][C:3]([C@H:5]([C@@H:7]([C@@H:9]([CH2:11]O)[OH:10])O)O)=O.C(OS(C1C=CC=CC=1)(=O)=O)CCCCCCCCCCC.[Na].O.[ClH:37]>[Cl-].C([N+](C)(C)C)CCCCCCCCCCCCCCC.C1(C)C=CC=CC=1>[Cl:37][CH2:11][C:9]1[O:10][C:3]([CH:2]=[O:1])=[CH:5][CH:7]=1 |f:1.2,5.6,^1:34|. Reported procedure: To a three-necked flask equipped with a condenser and a stirrer were added 5 g (0.028 mole) of a commercially available D-(-)-fructose and two kinds of surface active agent, i.e., 89.6 mg (0.00028 mole) of cetyltrimethylammonium chloride and 97.6 mg (0.00028 mole) of sodium laurylbenzenesulfonate. Then, 5 ml of water and 30 ml of toluene were added thereto and the mixture was stirred. Thereafter, a molar excess of hydrogen chloride (about 15 g) was passed through the mixture at room temperature ... Reactants: CC1(C)C(C(=O)c2c[nH]c3ccc(C#N)cc23)C1(C)C, CS(=O)(=O)OCC1CCOCC1, [H-], [Na+], CN(C)C=O. Yields the product CC1(C)C(C(=O)c2cn(CC3CCOCC3)c3ccc(C#N)cc23)C1(C)C. RXN SMILES: [CH3:1][C:2]1([CH3:20])[CH:3]([C:7](=[O:8])[c:9]2[cH:10][nH:11][c:12]3[cH:13][cH:14][c:15]([C:18]#[N:19])[cH:16][c:17]23)[C:4]1([CH3:5])[CH3:6].[CH3:21][S:22]([O:23][CH2:26][CH:27]1[CH2:28][CH2:29][O:30][CH2:31][CH2:32]1)(=[O:24])=[O:25].[H-:34].[Na+:33].[O:35]=[CH:36][N:37]([CH3:38])[CH3:39]>>[CH3:1][C:2]1([CH3:20])[CH:3]([C:7](=[O:8])[c:9]2[cH:10][n:11]([CH2:26][CH:27]3[CH2:28][CH2:29][O:30][CH2:31][CH2:32]3)[c:12]3[cH:13][cH:14][c:15]([C:18]#[N:19])[cH:16][c:17]23)[C:4]1([CH3:5])[CH3:6]. The reactants are S1C(=NC=C1)C=1C=C(C=CC1)N (3-thiazol-2-yl-phenylamine), FC1=C(C=C(C(=O)O)C=C1)[N+](=O)[O-] (4-fluoro-3-nitrobenzoic acid), resultant mixture. Run in O (water), CN1CCCC1=O (NMP). The product is [N+](=O)([O-])C=1C=C(C(=O)O)C=CC1NC1=CC(=CC=C1)C=1SC=CN1 (3-Nitro-4-(3-thiazol-2-yl-phenylamino)benzoic acid). Yield: 83.4%. Reaction SMILES: [S:1]1[CH:5]=[CH:4][N:3]=[C:2]1[C:6]1[CH:7]=[C:8]([NH2:12])[CH:9]=[CH:10][CH:11]=1.F[C:14]1[CH:22]=[CH:21][C:17]([C:18]([OH:20])=[O:19])=[CH:16][C:15]=1[N+:23]([O-:25])=[O:24]>CN1C(=O)CCC1.O>[N+:23]([C:15]1[CH:16]=[C:17]([CH:21]=[CH:22][C:14]=1[NH:12][C:8]1[CH:9]=[CH:10][CH:11]=[C:6]([C:2]2[S:1][CH:5]=[CH:4][N:3]=2)[CH:7]=1)[C:18]([OH:20])=[O:19])([O-:25])=[O:24]. Procedure: To a solution of 3-thiazol-2-yl-phenylamine (14.0 g, 79 mmol) in anhydrous NMP (50 ml) was added 4-fluoro-3-nitrobenzoic acid (15.0 g, 127 mmol). The resultant mixture was stirred at 90° C. over night. The cooled reaction cake was suspended in water and the solid was filtered off, washed with water and dried in the air to afford the desired product (22.5 g, 83%).